Dataset: the Open Reaction Database (ORD), a public repository of structured organic reaction records. Task: describe an organic reaction: reactants, conditions, products, and yield The reactants are N1CCC1 (Azetidine), C([O-])([O-])=O.[Cs+].[Cs+] (cesium carbonate), CC1=NC(=C2C(=NC=NN21)N2N=CN=C2)C=2C=NN(C2C2=CC=C(C=C2)C)C (7-methyl-5-[1-methyl-5-(4-methylphenyl)-1H-pyrazol-4-yl]-4-(1H-1,2,4-triazol-1-yl)imidazo[5,1-f][1,2,4]triazine). Run in CN(C=O)C (N,N-dimethylformamide), C(C)(=O)OCC (ethyl acetate). Run at time 1 hour. Product: N1(CCC1)C1=NC=NN2C1=C(N=C2C)C=2C=NN(C2C2=CC=C(C=C2)C)C (4-(azetidin-1-yl)-7-methyl-5-[1-methyl-5-(4-methylphenyl)-1H-pyrazol-4-yl]imidazo[5,1-f][1,2,4]triazine). Reaction SMILES: [NH:1]1[CH2:4][CH2:3][CH2:2]1.C(=O)([O-])[O-].[Cs+].[Cs+].[CH3:11][C:12]1[N:20]2[C:15]([C:16](N3C=NC=N3)=[N:17][CH:18]=[N:19]2)=[C:14]([C:26]2[CH:27]=[N:28][N:29]([CH3:38])[C:30]=2[C:31]2[CH:36]=[CH:35][C:34]([CH3:37])=[CH:33][CH:32]=2)[N:13]=1>CN(C)C=O.C(OCC)(=O)C>[N:1]1([C:16]2[C:15]3=[C:14]([C:26]4[CH:27]=[N:28][N:29]([CH3:38])[C:30]=4[C:31]4[CH:36]=[CH:35][C:34]([CH3:37])=[CH:33][CH:32]=4)[N:13]=[C:12]([CH3:11])[N:20]3[N:19]=[CH:18][N:17]=2)[CH2:4][CH2:3][CH2:2]1 |f:1.2.3|. Procedure: Azetidine (27.0 μL, 0.400 mmol) and cesium carbonate (97%, 202 mg, 0.601 mmol) were added to a solution of 7-methyl-5-[1-methyl-5-(4-methylphenyl)-1H-pyrazol-4-yl]-4-(1H-1,2,4-triazol-1-yl)imidazo[5,1-f][1,2,4]triazine (material from the previous reaction, ≦0.16 mmol) in N,N-dimethylformamide (3.0 mL), and the reaction mixture was stirred for 1 hour at room temperature. The reaction was diluted with ethyl acetate, washed with water, washed with saturated aqueous sodium chloride solution, dried o... The reactants are BrCCCN1C=2C=CC(=CC2C=2C3=C(C(=CC12)C1=CC=CC=C1)C(NC3=O)=O)O (6-(3-Bromopropyl)-9-hydroxy-4-phenylpyrrolo[3,4-c]carbazole-1,3(2H,6H)-dione), CN (methylamine). The solvent is CS(=O)C (dimethylsulfoxide). Product: OC1=CC=2C=3C4=C(C(=CC3N(C2C=C1)CCCNC)C1=CC=CC=C1)C(NC4=O)=O (9-Hydroxy-6-[3-(methylamino)propyl]-4-phenylpyrrolo[3,4-c]carbazole-1,3(2H,6H)-dione). Yield: 61.2%. As a reaction SMILES: Br[CH2:2][CH2:3][CH2:4][N:5]1[C:17]2[CH:16]=[C:15]([C:18]3[CH:23]=[CH:22][CH:21]=[CH:20][CH:19]=3)[C:14]3[C:24](=[O:28])[NH:25][C:26](=[O:27])[C:13]=3[C:12]=2[C:11]2[CH:10]=[C:9]([OH:29])[CH:8]=[CH:7][C:6]1=2.[CH3:30][NH2:31]>CS(C)=O>[OH:29][C:9]1[CH:8]=[CH:7][C:6]2[N:5]([CH2:4][CH2:3][CH2:2][NH:31][CH3:30])[C:17]3[CH:16]=[C:15]([C:18]4[CH:23]=[CH:22][CH:21]=[CH:20][CH:19]=4)[C:14]4[C:24](=[O:28])[NH:25][C:26](=[O:27])[C:13]=4[C:12]=3[C:11]=2[CH:10]=1. Procedure details: Bromide (204) (40 mg, 0.09 mmol) prepared as described in example 173 was reacted with aqueous methylamine solution (10 mol equiv.) according to the procedure described in example 179 except that the reaction was performed in dimethylsulfoxide at room temperature for 3 h, to give amine (214) (22 mg, 61%) as an orange/yellow powder, mp 265–268° C. 1H NMR δ [(CD3)2SO] 9.33 (br s, 1H), 8.41 (d, J=2.5 Hz, 1H), 7.80 (s, 1H), 7.64 (m, 2H), 7.57 (d, J=8.8 Hz, 1H), 7.47 (m, 3H), 7.14 (dd, J=8.8, 2.5 Hz,... Starting materials: C(C)OC(CC1=CC2=C(C3=C(N=CNC3=O)S2)C=C1)=O ((4-oxo-3,4-dihydro-benzo[4,5]thieno[2,3-d]pyrimidin-7-yl)-acetic acid ethyl ester), C(C)(C)N(CC)C(C)C (diisopropylethylamine), P(=O)(Cl)(Cl)Cl (phosphorous oxychloride). The solvent is C1(=CC=CC=C1)C (toluene). Reaction conditions: temperature 80 celsius. Product: C(C)OC(CC1=CC2=C(C3=C(N=CN=C3Cl)S2)C=C1)=O ((4-Chloro-benzo[4,5]thieno[2,3-d]pyrimidin-7-yl)-acetic acid ethyl ester). Yield: 58.3%. RXN SMILES: [CH2:1]([O:3][C:4](=[O:20])[CH2:5][C:6]1[CH:19]=[CH:18][C:9]2[C:10]3[C:15](=O)[NH:14][CH:13]=[N:12][C:11]=3[S:17][C:8]=2[CH:7]=1)[CH3:2].C(N(C(C)C)CC)(C)C.P(Cl)(Cl)([Cl:32])=O>C1(C)C=CC=CC=1>[CH2:1]([O:3][C:4](=[O:20])[CH2:5][C:6]1[CH:19]=[CH:18][C:9]2[C:10]3[C:15]([Cl:32])=[N:14][CH:13]=[N:12][C:11]=3[S:17][C:8]=2[CH:7]=1)[CH3:2]. Procedure details: To a solution of (4-oxo-3,4-dihydro-benzo[4,5]thieno[2,3-d]pyrimidin-7-yl)-acetic acid ethyl ester (1.78 g, 6.17 mmol, 1 equiv, from step 3) in toluene (15 mL) were added diisopropylethylamine (1.18 mL, 6.79 mmol, 1.1 equiv) and phosphorous oxychloride (0.63 mL, 6.79 mmol, 1.1 equiv) at 0° C. under argon. The flask was equipped with a reflux condenser and heated at 80° C. for 5 h. The reaction mixture was cooled to rt and quenched with ice/saturated aqueous NaHCO3. The resulting mixture was extr... Conditions: temperature 45 celsius, time 2 day. As a reaction SMILES: [OH:1][C@:2]1([C@:28]2([CH3:29])[C@H:14]([C@H:15]3[C:25](=[CH:26][CH2:27]2)[C@:23]2([CH3:24])[C:18](=[CH:19][C:20](=[O:30])[CH2:21][CH2:22]2)[CH2:17][CH2:16]3)[CH2:13][CH2:12]1)[C:3](=[O:11])[CH2:4][O:5][C:6]([CH2:8][CH:9]=[CH2:10])=[O:7]>C(OCC(F)(F)F)(=O)CCCCCCCCCCCCCCCCC.O1CCCC1>[C:2]([O:1][C@:2]1([C@:28]2([CH3:29])[C@H:14]([C@H:15]3[C:25](=[CH:26][CH2:27]2)[C@:23]2([CH3:24])[C:18](=[CH:19][C:20](=[O:30])[CH2:21][CH2:22]2)[CH2:17][CH2:16]3)[CH2:13][CH2:12]1)[C:3](=[O:11])[CH2:4][O:5][C:6]([CH2:8][CH:9]=[CH2:10])=[O:7])(=[O:1])[CH2:12][CH2:13][CH2:14][CH2:15][CH2:16][CH2:17][CH2:18][CH2:19][CH2:20][CH2:21][CH2:22][CH2:23][CH2:25][CH2:26][CH2:27][CH2:28][CH3:29]. Reactants: O[C@]1(C(COC(=O)CC=C)=O)CC[C@H]2[C@@H]3CCC4=CC(CC[C@]4(C)C3=CC[C@]12C)=O (17α-hydroxy-21-allylcarbonyloxy-pregna-4,9(11)-diene-3,20-dione). Run in C(CCCCCCCCCCCCCCCCC)(=O)OCC(F)(F)F (trifluoroethyl octadecanoate), O1CCCC1 (tetrahydrofuran). Procedure details: Crude 17α-hydroxy-21-allylcarbonyloxy-pregna-4,9(11)-diene-3,20-dione was dissolved in 15 g of trifluoroethyl octadecanoate and 150 ml of tetrahydrofuran, the resulting solution was added with 4 g of Bacillus subtilis protease and the suspension was stirred for 2 days at 45° C., adding further protease at regular time intervals to 3 g total. The protease was filtered off, the filtrate was removed under vacuum and the residue was chromatographed on a silica gel column with a dichloromethane/metha... Yields the product C(CCCCCCCCCCCCCCCCC)(=O)O[C@]1(C(COC(=O)CC=C)=O)CC[C@H]2[C@@H]3CCC4=CC(CC[C@]4(C)C3=CC[C@]12C)=O (17α-octadecanoyloxy-21-allylcarbonyloxy-pregna-4,9(11)-diene-3,20-dione). The reactants are OC(C(=O)OCC)C1=C(C2=CC=CC=C2C=C1C)OS(=O)(=O)C(F)(F)F (ethyl 2-hydroxy-2-(3-methyl-1-(trifluoromethylsulfonyloxy) naphthalen-2-yl)acetate), CC(=O)OI1(C=2C=CC=CC2C(=O)O1)(OC(=O)C)OC(=O)C (Dess-Martin periodinane), [O-]S(=O)(=S)[O-].[Na+].[Na+] (Na2S2O3). The solvent is C(Cl)Cl (DCM). Reaction conditions: time 1 hour. The product is CC=1C(=C(C2=CC=CC=C2C1)OS(=O)(=O)C(F)(F)F)C(C(=O)OCC)=O (ethyl 2-(3-methyl-1-(trifluoromethylsulfonyloxy)naphthalen-2-yl)-2-oxoacetate). RXN SMILES: [OH:1][CH:2]([C:8]1[C:17]([CH3:18])=[CH:16][C:15]2[C:10](=[CH:11][CH:12]=[CH:13][CH:14]=2)[C:9]=1[O:19][S:20]([C:23]([F:26])([F:25])[F:24])(=[O:22])=[O:21])[C:3]([O:5][CH2:6][CH3:7])=[O:4].CC(OI1(OC(C)=O)(OC(C)=O)OC(=O)C2C=CC=CC1=2)=O.[O-]S([O-])(=S)=O.[Na+].[Na+]>C(Cl)Cl>[CH3:18][C:17]1[C:8]([C:2](=[O:1])[C:3]([O:5][CH2:6][CH3:7])=[O:4])=[C:9]([O:19][S:20]([C:23]([F:24])([F:25])[F:26])(=[O:22])=[O:21])[C:10]2[C:15]([CH:16]=1)=[CH:14][CH:13]=[CH:12][CH:11]=2 |f:2.3.4|. Procedure: A solution of ethyl 2-hydroxy-2-(3-methyl-1-(trifluoromethylsulfonyloxy) naphthalen-2-yl)acetate (5.5 g, crude) in DCM (160 mL) was treated with Dess-Martin periodinane (7.18 g, 16.9 mmol) at 23° C. After 1 h, the reaction was added slowly over 5 min to 10% Na2S2O3 (100 mL). After 30 min, the reaction was extracted with DCM (3×50 mL). The combined organic layers were dried (Na2SO4), filtered, and concentrated. The residue was treated with benzene, filtered, and wet-loaded onto a silica gel colum...